The task is: describe an organic reaction: reactants, conditions, products, and yield. This data is from the Open Reaction Database (ORD), a public repository of structured organic reaction records. The reactants are CC(C)([O-])C.[K+] (Potassium tert-butoxide), C1CCOC1 (THF), SCC1(CC1)CC(=O)OC (Methyl 1-(mercaptomethyl)cyclopropaneacetate), ClC1=CSC=2C1=NC(=CC2)C=CC=2C=C(C=CC2)[C@@H](CCC2=C(C=CC=C2)C(C)(C)O)SCC2(CC2)CC(=O)[O-].[Na+] (Sodium 1-(((1(R)-(3-(2-(3-chlorothieno[3,2-b]pyridin-5-yl)ethenyl)phenyl)-3-(2-(1-hydroxy-1-methylethyl)phenyl)propyl)thio)methyl)cyclopropaneacetate), CS(=O)(=O)Cl (methanesulfonyl chloride), C(C)(C)N(CC)C(C)C (Diisopropyl-ethylamine). Run in CN(C)C=O (DMF), CN(C)C=O (DMF), CC#N (CH3CN). Run at temperature -45 celsius, time 1.5 hour. Product: O1C(CCCC1)OCC=1C=C(C=CC1)[C@@H](CCC1=C(C=CC=C1)C(C)(C)O)SCC1(CC1)CC(=O)OC (Methyl 1-(((1(R)-(3-(((2-tetrahydropyranyl)oxy)methyl)phenyl)-3-(2-(1-hydroxy-1-methylethyl)phenyl)propyl)thio)methyl)cyclopropaneacetate). Isolated yield 68.4%. Reaction SMILES: ClC1C2=NC(C=[CH:12][C:13]3[CH:14]=[C:15]([C@H:19]([S:32][CH2:33][C:34]4([CH2:37][C:38]([O-:40])=[O:39])[CH2:36][CH2:35]4)[CH2:20][CH2:21][C:22]4[CH:27]=[CH:26][CH:25]=[CH:24][C:23]=4[C:28]([OH:31])([CH3:30])[CH3:29])[CH:16]=[CH:17][CH:18]=3)=CC=C2SC=1.[Na+].[CH:42](N(C(C)C)CC)(C)C.CS(Cl)(=O)=O.SC[C:58]1([CH2:61][C:62]([O:64][CH3:65])=[O:63])[CH2:60]C1.CC(C)([O-])C.[K+].C1COCC1>CC#N.CN(C=O)C>[O:64]1[CH2:65][CH2:60][CH2:58][CH2:61][CH:62]1[O:63][CH2:12][C:13]1[CH:14]=[C:15]([C@H:19]([S:32][CH2:33][C:34]2([CH2:37][C:38]([O:40][CH3:42])=[O:39])[CH2:35][CH2:36]2)[CH2:20][CH2:21][C:22]2[CH:27]=[CH:26][CH:25]=[CH:24][C:23]=2[C:28]([OH:31])([CH3:29])[CH3:30])[CH:16]=[CH:17][CH:18]=1 |f:0.1,5.6|. Reported procedure: The diol of Step 14 (17.9 g, 46.6 mmol) was dissolved in CH3CN (40 mL) and DMF (10 mL) and cooled to -42° C. under nitrogen. Diisopropyl-ethylamine (8.5 mL, 48.9 mmol) was added followed by methanesulfonyl chloride (3.6 mL, 46.6 mmol) dropwise. The solution was stirred 1.5 hr with a mechanical stirring while maintaining the temperature between -42° and -35° C.; then it was cooled to -45° C. The thiol of Step 9 (7.84 g, 48.9 mmol) was added followed by dropwise addition of DMF (15 mL). Potassium ... Starting materials: ONC(=O)C1=CC=C(C=C1)CON1C(C=2C(C1=O)=CC=CC2)=O (N-Hydroxy-α-(phthalimidooxy)-p-toluamide), CNN (methylhydrazine), solvent. Run in CN(C=O)C (dimethylformamide). Run at temperature 0 celsius, time 0.5 hour. Product: NOCC1=CC=C(C=C1)C(=O)NO (α-(aminooxy)-N-hydroxy-p-toluamide). Yield: 66.9%. RXN SMILES: [OH:1][NH:2][C:3]([C:5]1[CH:10]=[CH:9][C:8]([CH2:11][O:12][N:13]2C(=O)C3=CC=CC=C3C2=O)=[CH:7][CH:6]=1)=[O:4].CNN>CN(C)C=O>[NH2:13][O:12][CH2:11][C:8]1[CH:7]=[CH:6][C:5]([C:3]([NH:2][OH:1])=[O:4])=[CH:10][CH:9]=1. Procedure details: N-Hydroxy-α-(phthalimidooxy)-p-toluamide (10.0 g) (32 mmol) are suspended in 80 ml of absolute dimethylformamide and treated at -5° C. with 1.86 g (40 mmol) of methylhydrazine. After stirring at room temperature for 2.5 hours 40 ml of solvent are distilled off in a high vacuum at room temperature. Insoluble material is filtered off and washed with a small amount of dimethylformamide. The mother liquor and wash solution are treated with 70 ml of ethanol. After stirring at 0° C. for 1/2 hour the p... Starting materials: copper bronze, ClC1=C(N)C=CC=C1 (2-chloroaniline), BrC1=C(C(=O)O)C=CC=C1[N+](=O)[O-] (2-bromo-3-nitrobenzoic acid), C([O-])([O-])=O.[K+].[K+] (potassium carbonate). Solvent: C(C)O (ethanol). The product is ClC1=C(NC2=C(C(=O)O)C=CC=C2[N+](=O)[O-])C=CC=C1 (2-(2-chloroanilino)-3-nitrobenzoic acid). As a reaction SMILES: [Cl:1][C:2]1[CH:8]=[CH:7][CH:6]=[CH:5][C:3]=1[NH2:4].Br[C:10]1[C:18]([N+:19]([O-:21])=[O:20])=[CH:17][CH:16]=[CH:15][C:11]=1[C:12]([OH:14])=[O:13].C(=O)([O-])[O-].[K+].[K+]>C(O)C>[Cl:1][C:2]1[CH:8]=[CH:7][CH:6]=[CH:5][C:3]=1[NH:4][C:10]1[C:18]([N+:19]([O-:21])=[O:20])=[CH:17][CH:16]=[CH:15][C:11]=1[C:12]([OH:14])=[O:13] |f:2.3.4|. Reported procedure: A mixture of the known compounds 2-chloroaniline (6.3 g., 0.05 mole) and 2-bromo-3-nitrobenzoic acid (12.3 g., 0.05 mole) was refluxed overnight with 11 g. of potassium carbonate and 0.5 g. of copper-bronze in 125 ml. of ethanol. The ethanol was then removed by evaporation and the residue suspended in water. After filtration, the filtrate was acidified. A solid slowly crystallized, providing the compound 2-(2-chloroanilino)-3-nitrobenzoic acid, m.p. 213°-215° C. The reactants are C(F)(F)(F)CC(Cl)(Cl)CC(F)(F)F (CF3CH2CCl2CH2CF3), OS(=O)(=O)O (H2SO4), ice, Cl (HCl). Run at time 10 minute. Product: C(F)(F)(F)CC(=O)CC(F)(F)F (CF3CH2C(O)CH2CF3). Yield: 56.0%. Reaction SMILES: [C:1]([CH2:5][C:6]([CH2:9][C:10]([F:13])([F:12])[F:11])(Cl)Cl)([F:4])([F:3])[F:2].Cl.[OH:15]S(O)(=O)=O>>[C:1]([CH2:5][C:6]([CH2:9][C:10]([F:13])([F:12])[F:11])=[O:15])([F:4])([F:3])[F:2]. Procedure details: A mixture of 20 mL 100% H2SO4, 10.6 g (0.049 mol) HgO; and 12.0 g (0.048 mol) CF3CH2CCl2CH2CF3 was shaken periodically over 45 min, during which time a thick, nearly white paste resulted. An exothermic reaction also occurred after approximately 10 min and subsided after about 0.5 h. The cooled reaction mixture was added to 75 g ice and 25 mL concentrated HCl. The lower liquid phase was separated and the aqueous layer was extracted with 3×35 mL ether. The combined organic extracts (including the ... Starting materials: S([O-])(O)=O.[Na+] (sodium bisulfite), [Na] (sodium), FC1=CC=C(C=C1)C1=CC=C(C=C1)C(CCC(=O)O)O (4-(4'-fluoro-4-biphenylyl)-4-hydroxy-butyric acid), I (hydroiodic acid). Run in O (water), C(C)(=O)O (acetic acid). Yields the product FC1=CC=C(C=C1)C1=CC=C(C=C1)CCCC(=O)O (4-(4'-fluoro-4-biphenylyl)-butyric acid). Reaction SMILES: [Na].[F:2][C:3]1[CH:8]=[CH:7][C:6]([C:9]2[CH:14]=[CH:13][C:12]([CH:15](O)[CH2:16][CH2:17][C:18]([OH:20])=[O:19])=[CH:11][CH:10]=2)=[CH:5][CH:4]=1.I.S(=O)(O)[O-].[Na+]>C(O)(=O)C.O>[F:2][C:3]1[CH:4]=[CH:5][C:6]([C:9]2[CH:14]=[CH:13][C:12]([CH2:15][CH2:16][CH2:17][C:18]([OH:20])=[O:19])=[CH:11][CH:10]=2)=[CH:7][CH:8]=1 |f:3.4,^1:0|. Procedure details: 1.50 gm (0.005 mol) of the sodium salt of 4-(4'-fluoro-4-biphenylyl)-4-hydroxy-butyric acid were refluxed in 15 ml of glacial acetic acid and 25 ml of hydroiodic acid (d=2.00) for 10 hours, and then the reaction mixture was poured into a solution of 5 gm of sodium bisulfite in 400 ml of water. The colorless precipitate was collected and recrystallized from cyclohexane, yielding 4-(4'-fluoro-4-biphenylyl)-butyric acid, m.p. 119°-120° C. Melting point of the cyclohexylamine salt: 177° C. (precipit... Reactants: Br, CC(=O)O, CCOC(=O)Nc1c(F)cc(Cl)c(F)c1[N+](=O)[O-]. Product: Nc1c(F)cc(Cl)c(F)c1[N+](=O)[O-]. Reaction SMILES: [BrH:19].[CH3:20][C:21](=[O:22])[OH:23].[Cl:1][c:2]1[c:3]([F:18])[c:4]([N+:15](=[O:16])[O-:17])[c:5]([NH:9][C:10](=[O:11])[O:12][CH2:13][CH3:14])[c:6]([F:8])[cH:7]1>>[Cl:1][c:2]1[c:3]([F:18])[c:4]([N+:15](=[O:16])[O-:17])[c:5]([NH2:9])[c:6]([F:8])[cH:7]1. Reactants: CC1(CCC(C2=CC=CC=C12)(C)C)C (1,2,3,4-tetrahydro-1,1,4,4-tetramethylnaphthalene), [N+](=O)(O)[O-] (nitric acid). The solvent is C(C)(=O)O (acetic acid), C(C)(=O)OC(C)=O (acetic anhydride), C(C)(=O)O (acetic acid). Reaction conditions: time 8 hour. Yields the product [N+](=O)([O-])C1=CC=2C(CCC(C2C=C1)(C)C)(C)C (2-nitro-5,6,7,8-tetrahydro-5,5,8,8-tetramethylnaphthalene). RXN SMILES: [N+:1]([O-:4])(O)=[O:2].[CH3:5][C:6]1([CH3:18])[C:15]2[C:10](=[CH:11][CH:12]=[CH:13][CH:14]=2)[C:9]([CH3:17])([CH3:16])[CH2:8][CH2:7]1>C(O)(=O)C.C(OC(=O)C)(=O)C>[N+:1]([C:13]1[CH:12]=[CH:11][C:10]2[C:9]([CH3:17])([CH3:16])[CH2:8][CH2:7][C:6]([CH3:18])([CH3:5])[C:15]=2[CH:14]=1)([O-:4])=[O:2]. Procedure details: 77.2 ml of glacial acetic acid and 20.8 ml of nitric acid (98% strength) were mixed while cooling and then added dropwise within 2 hours to a solution of 65.8 g (0.35 mol) of 1,2,3,4-tetrahydro-1,1,4,4-tetramethylnaphthalene in 154 ml of glacial acetic acid and 257 ml of acetic anhydride in a salt/ice bath. After the addition was complete, the reaction mixture was washed to room temperature and stirred overnight. The solution was then poured into water, and the precipitate was filtered off with ... Starting materials: ClS(=O)(=O)N=C=O (Chlorosulfonylisocyanate), COC(=O)C=1NC=CC1 (1H-Pyrrole-2-carboxylic acid methyl ester), CN(C=O)C (N,N-dimethylformamide). The solvent is C(C)#N (acetonitrile), C(C)#N (acetonitrile). Reaction conditions: temperature -20 celsius, time 20 hour. Yields the product COC(=O)C=1NC=C(C1)C#N (4-cyano-1H-pyrrole-2-carboxylic acid methyl ester). The yield is 45.4%. RXN SMILES: [CH3:1][O:2][C:3]([C:5]1[NH:6][CH:7]=[CH:8][CH:9]=1)=[O:4].ClS([N:14]=[C:15]=O)(=O)=O.CN(C)C=O>C(#N)C>[CH3:1][O:2][C:3]([C:5]1[NH:6][CH:7]=[C:8]([C:15]#[N:14])[CH:9]=1)=[O:4]. Procedure: 4-Cyano-1H-pyrrole-2-carboxylic acid methyl ester was prepared as described in Can. J. Chem., 59, 2673-76 (1981). 1H-Pyrrole-2-carboxylic acid methyl ester (2.00 g, 16.00 mmol) was dissolved in acetonitrile (5 mL) and the solution was cooled to −20° C. Chlorosulfonylisocyanate (3.40 g, 24.00 mmol) was dissolved in acetonitrile (5 mL) and added dropwise via syringe over a period of 5 min to the above solution. The solution was allowed to warm to 25° C. and was stirred for 20 h. The solution was c... Starting materials: CN1CCCC1=O, CCN(C(C)C)C(C)C, CC1CC(=O)Nc2ncnc(Cl)c21, O=C(O)C(F)(F)F, O=C(O)C(F)(F)F, O=C(O)C(F)(F)F, FC(F)(F)CCc1cn(CCN2CCCC2)c(C2CCNCC2)n1, O. Product: CC1CC(=O)Nc2ncnc(N3CCC(c4nc(CCC(F)(F)F)cn4CCN4CCCC4)CC3)c21. RXN SMILES: [CH3:59][N:60]1[CH2:61][CH2:62][CH2:63][C:64]1=[O:65].[CH:66]([N:67]([CH:68]([CH3:69])[CH3:70])[CH2:71][CH3:72])([CH3:73])[CH3:74].[Cl:1][c:2]1[c:3]2[c:4]([n:5][cH:6][n:7]1)[NH:8][C:9](=[O:13])[CH2:10][CH:11]2[CH3:12].[F:14][C:15]([F:16])([F:17])[C:18]([OH:19])=[O:20].[F:21][C:22]([F:23])([F:24])[C:25]([OH:26])=[O:27].[F:28][C:29]([F:30])([F:31])[C:32]([OH:33])=[O:34].[F:35][C:36]([CH2:37][CH2:38][c:39]1[n:40][c:41]([CH:51]2[CH2:52][CH2:53][NH:54][CH2:55][CH2:56]2)[n:42]([CH2:44][CH2:45][N:46]2[CH2:47][CH2:48][CH2:49][CH2:50]2)[cH:43]1)([F:57])[F:58].[OH2:75]>>[c:2]1([N:54]2[CH2:53][CH2:52][CH:51]([c:41]3[n:40][c:39]([CH2:38][CH2:37][C:36]([F:35])([F:57])[F:58])[cH:43][n:42]3[CH2:44][CH2:45][N:46]3[CH2:47][CH2:48][CH2:49][CH2:50]3)[CH2:56][CH2:55]2)[c:3]2[c:4]([n:5][cH:6][n:7]1)[NH:8][C:9](=[O:13])[CH2:10][CH:11]2[CH3:12].